From a dataset of the Open Reaction Database (ORD), a public repository of structured organic reaction records. describe an organic reaction: reactants, conditions, products, and yield Starting materials: Cl (hydrogen chloride), [OH-].[Na+] (sodium hydroxide), C(CCC)OC1=NC(=C2N=C(N(C2=N1)CCC1CCOCC1)OC)N (2-Butoxy-8-methoxy-9-[2-(tetrahydro-2H-pyran-4-yl)ethyl]-9H-purin-6-amine), O (Water), O (water). The solvent is O1CCOCC1 (1,4-dioxane), CO (methanol), CO (methanol). Run at time 4 hour. Yields the product NC1=C2NC(N(C2=NC(=N1)OCCCC)CCC1CCOCC1)=O (6-Amino-2-butoxy-9-[2-(tetrahydro-2H-pyran-4-yl)ethyl]-7,9-dihydro-8H-Purin-8-one). Yield: 77.7%. RXN SMILES: [CH2:1]([O:5][C:6]1[N:14]=[C:13]2[C:9]([N:10]=[C:11]([O:23]C)[N:12]2[CH2:15][CH2:16][CH:17]2[CH2:22][CH2:21][O:20][CH2:19][CH2:18]2)=[C:8]([NH2:25])[N:7]=1)[CH2:2][CH2:3][CH3:4].Cl.O.[OH-].[Na+]>CO.O1CCOCC1>[NH2:25][C:8]1[N:7]=[C:6]([O:5][CH2:1][CH2:2][CH2:3][CH3:4])[N:14]=[C:13]2[C:9]=1[NH:10][C:11](=[O:23])[N:12]2[CH2:15][CH2:16][CH:17]1[CH2:18][CH2:19][O:20][CH2:21][CH2:22]1 |f:3.4|. Procedure: 2-Butoxy-8-methoxy-9-[2-(tetrahydro-2H-pyran-4-yl)ethyl]-9H-purin-6-amine (0.11 g) was dissolved in methanol (2 mL) and treated with 4N hydrogen chloride in 1,4-dioxane (1 mL). The reaction mixture was stirred for 4 hours and was stripped to dryness. Water (2 mL) and methanol (15 mL) were added to the residue and then neutralised by the addition of 2N sodium hydroxide solution. The above was stripped to near dryness (small quantity of water remaining) and the solid thus obtained was filtered (tr...